This data is from the Open Reaction Database (ORD), a public repository of structured organic reaction records. The task is: describe an organic reaction: reactants, conditions, products, and yield Starting materials: C(#N)C1=C(C(=O)C(=C(C1=O)Cl)Cl)C#N (DDQ), ClC1=NC=C(C(=O)NC)C=C1 (6-Chloro-N-methylnicotinamide), C(CC)[Mg]Br (propylmagnesium bromide), C(CC)[Mg]Br (propylmagnesium bromide), [Cl-].[NH4+] (ammonium chloride). Solvent: C(C)(C)(C)OC (tert-butyl methylether), O1CCCC1 (tetrahydrofuran), CO (methanol). Conditions: time 4.5 hour. The product is ClC1=NC=C(C(=O)NC)C(=C1)CCC (6-chloro-N-methyl-4-propylnicotinamide). Yield: 0.1%. As a reaction SMILES: [Cl:1][C:2]1[CH:11]=[CH:10][C:5]([C:6]([NH:8][CH3:9])=[O:7])=[CH:4][N:3]=1.[CH2:12]([Mg]Br)[CH2:13][CH3:14].[Cl-].[NH4+].C(C1C(=O)C(Cl)=C(Cl)C(=O)C=1C#N)#N>O1CCCC1.C(OC)(C)(C)C.CO>[Cl:1][C:2]1[CH:11]=[C:10]([CH2:12][CH2:13][CH3:14])[C:5]([C:6]([NH:8][CH3:9])=[O:7])=[CH:4][N:3]=1 |f:2.3|. Procedure: 6-Chloro-N-methylnicotinamide (2.00 g, 11.7 mol) was dissolved in tetrahydrofuran (59 mL), added propylmagnesium bromide (46.9 mL, 46.9 mol) under ice-cold conditions, and stirred at room temperature for 4.5 hours. Then, propylmagnesium bromide (46.9 mL, 46.9 mol) was added under ice-cold conditions and the mixture was further stirred at room temperature for 9 hours. The reaction solution was added methanol (140 mL) and ammonium chloride (7.5 g) under ice-cold conditions, and stirred at room tem...